This data is from the Open Reaction Database (ORD), a public repository of structured organic reaction records. The task is: describe an organic reaction: reactants, conditions, products, and yield The reactants are C(C)(C)(C)N1CC(C1)O (1-(tert.-butyl)-3-azetidinol), C1(=C(C(=CC=C1)C)C)O (2,3-xylenol), [OH-].[K+] (potassium hydroxide). Solvent: CCOCC (ether). Conditions: temperature 155 celsius. The product is CC1=C(C=CC=C1C)OCC(CNC(C)(C)C)O (1-(2',3'-dimethylphenyloxy)-3-(tert.-butylamino)-2-propanol). RXN SMILES: [C:1]([N:5]1[CH2:8][CH:7]([OH:9])[CH2:6]1)([CH3:4])([CH3:3])[CH3:2].[C:10]1([OH:18])[CH:15]=[CH:14][CH:13]=[C:12]([CH3:16])[C:11]=1[CH3:17].[OH-].[K+]>CCOCC>[CH3:17][C:11]1[C:12]([CH3:16])=[CH:13][CH:14]=[CH:15][C:10]=1[O:18][CH2:6][CH:7]([OH:9])[CH2:8][NH:5][C:1]([CH3:2])([CH3:3])[CH3:4] |f:2.3|. Reported procedure: To a mixture of 6.5 parts of 1-(tert.-butyl)-3-azetidinol and 6.7 parts of 2,3-xylenol 0.2 part of potassium hydroxide was added, and the mixture was heated at 155° C. for 20 hours. The reaction mixture was cooled and then dissolved in 100 parts of ether. The solution was washed three times with 50 parts of 2N-sodium hydroxide aqueous solution and extracted three times with 2N-hydrochloric acid aqueous solution. The extract was washed with 50 parts of ether and was made alkaline by adding 2N-sod... Reactants: [BH4-], CCOC(=O)CC1CN=C(c2cc3cccc(N(C)S(=O)(=O)c4ccccc4OC)c3[nH]2)S1, CO, [Li+], C1CCOC1, O=C(O)CC(O)(CC(=O)O)C(=O)O. Yields the product COc1ccccc1S(=O)(=O)N(C)c1cccc2cc(C3=NCC(CCO)S3)[nH]c12. As a reaction SMILES: [BH4-:34].[CH3:1][O:2][c:3]1[c:4]([S:9](=[O:10])(=[O:11])[N:12]([c:13]2[cH:14][cH:15][cH:16][c:17]3[cH:18][c:19]([C:22]4=[N:26][CH2:25][CH:24]([CH2:27][C:28](=[O:29])[O:30][CH2:31][CH3:32])[S:23]4)[nH:20][c:21]23)[CH3:33])[cH:5][cH:6][cH:7][cH:8]1.[CH3:54][OH:55].[Li+:35].[O:36]1[CH2:37][CH2:38][CH2:39][CH2:40]1.[OH:41][C:42]([CH2:43][C:44]([C:45](=[O:46])[OH:47])([CH2:48][C:49](=[O:50])[OH:51])[OH:52])=[O:53]>>[CH3:1][O:2][c:3]1[c:4]([S:9](=[O:10])(=[O:11])[N:12]([c:13]2[cH:14][cH:15][cH:16][c:17]3[cH:18][c:19]([C:22]4=[N:26][CH2:25][CH:24]([CH2:27][CH2:28][OH:29])[S:23]4)[nH:20][c:21]23)[CH3:33])[cH:5][cH:6][cH:7][cH:8]1. The product is Cc1ccc(C)c(C2CC(=NNC(=N)N)c3c(C)coc3C2)c1, Cl. Reactants: Cc1ccc(C)c(C2CC(=O)c3c(C)coc3C2)c1, CCO, Cl, Cl, N=C(N)NN. Reaction SMILES: [CH3:1][c:2]1[c:3]([CH:9]2[CH2:10][c:11]3[c:12]([c:13]([CH3:16])[cH:14][o:15]3)[C:17](=[O:19])[CH2:18]2)[cH:4][c:5]([CH3:8])[cH:6][cH:7]1.[CH3:27][CH2:28][OH:29].[ClH:20].[ClH:26].[NH2:21][NH:22][C:23](=[NH:24])[NH2:25]>>[CH3:1][c:2]1[c:3]([CH:9]2[CH2:10][c:11]3[c:12]([c:13]([CH3:16])[cH:14][o:15]3)[C:17](=[N:21][NH:22][C:23](=[NH:24])[NH2:25])[CH2:18]2)[cH:4][c:5]([CH3:8])[cH:6][cH:7]1.[ClH:20]. Reaction SMILES: [CH:1]([C:4]1[CH:13]=[C:12]2[C:7]([C:8](=O)[NH:9][CH:10]=[N:11]2)=[CH:6][CH:5]=1)([CH3:3])[CH3:2].P(Cl)(Cl)([Cl:17])=O>>[Cl:17][C:8]1[C:7]2[C:12](=[CH:13][C:4]([CH:1]([CH3:3])[CH3:2])=[CH:5][CH:6]=2)[N:11]=[CH:10][N:9]=1. Procedure: The product of Example 431E (100 mg, 0.5313 mmol) in phosphorous oxychloride (2 mL) was heated under a nitrogen atmosphere at reflux for one hour. The reaction was cooled and concentrated by rotary evaporation. The residue was dissolved in ethyl acetate (50 mL) and washed sequentially with saturated aqueous sodium hydrogencarbonate (2×25 mL), water (25 mL), and brine (25 mL). The organic extract was dried over sodium sulfate, filtered, and concentrated by rotary evaporation to afford the title c... Yield: 97.0%. The product is ClC1=NC=NC2=CC(=CC=C12)C(C)C (4-Chloro-7-isopropylquinazoline). Reactants: C(C)(C)C1=CC=C2C(NC=NC2=C1)=O (7-Isopropylquinazolin-4(3H)-one), P(=O)(Cl)(Cl)Cl (phosphorous oxychloride). Reactants: COC=1C=C(C(=O)N2CC(CC2)(CCOS(=O)(=O)C)C2=CC(=C(C=C2)Cl)Cl)C=C(C1OC)OC (1-(3,4,5-trimethoxybenzoyl)-3-(3,4-dichlorophenyl)-3-(2-methanesulfonyloxyethyl)pyrrolidine), I.N1C(=NC2=C1C=CC=C2)NC2CCNCC2 ((1H-benzimidazol-2-yl)(piperidin-4-yl)amine hydriodic acid). Reaction SMILES: [CH3:1][O:2][C:3]1[CH:4]=[C:5]([CH:28]=[C:29]([O:33][CH3:34])[C:30]=1[O:31][CH3:32])[C:6]([N:8]1[CH2:12][CH2:11][C:10]([C:20]2[CH:25]=[CH:24][C:23]([Cl:26])=[C:22]([Cl:27])[CH:21]=2)([CH2:13][CH2:14]OS(C)(=O)=O)[CH2:9]1)=[O:7].I.[NH:36]1[C:40]2[CH:41]=[CH:42][CH:43]=[CH:44][C:39]=2[N:38]=[C:37]1[NH:45][CH:46]1[CH2:51][CH2:50][NH:49][CH2:48][CH2:47]1>>[CH3:34][O:33][C:29]1[CH:28]=[C:5]([CH:4]=[C:3]([O:2][CH3:1])[C:30]=1[O:31][CH3:32])[C:6]([N:8]1[CH2:12][CH2:11][C:10]([CH2:13][CH2:14][N:49]2[CH2:48][CH2:47][CH:46]([NH:45][C:37]3[NH:36][C:40]4[CH:41]=[CH:42][CH:43]=[CH:44][C:39]=4[N:38]=3)[CH2:51][CH2:50]2)([C:20]2[CH:25]=[CH:24][C:23]([Cl:26])=[C:22]([Cl:27])[CH:21]=2)[CH2:9]1)=[O:7] |f:1.2|. Procedure details: Prepare by the method of Example 6.6 using 1-(3,4,5-trimethoxybenzoyl)-3-(3,4-dichlorophenyl)-3-(2-methanesulfonyloxyethyl)pyrrolidine and (1H-benzimidazol-2-yl)(piperidin-4-yl)amine hydriodic acid to give, after purifying by chromatography on silica gel eluting with 25% methanol/ethyl acetate, the title compound: Rf=0.20 (silica gel, 40% methanol/ethyl acetate). The product is COC=1C=C(C(=O)N2CC(CC2)(C2=CC(=C(C=C2)Cl)Cl)CCN2CCC(CC2)NC2=NC3=C(N2)C=CC=C3)C=C(C1OC)OC (1-(3,4,5-trimethoxybenzoyl)-3-(2-(4-(1H-benzimidazol-2-yl-amino)piperidin-1-yl)ethyl)-3-(3,4-dichlorophenyl)pyrrolidine).